This data is from the Open Reaction Database (ORD), a public repository of structured organic reaction records. The task is: describe an organic reaction: reactants, conditions, products, and yield Starting materials: CC(C)(C)C(=O)ONC1CSc2c(cccc2-c2ccccc2)NC1=O, Cl, C1COCCO1. The product is Cl, NC1CSc2c(cccc2-c2ccccc2)NC1=O. Reaction SMILES: [CH3:2][C:3]([CH3:4])([CH3:5])[C:6]([O:26][NH:7][CH:8]1[CH2:9][S:10][c:11]2[c:12]([cH:16][cH:17][cH:18][c:19]2-[c:20]2[cH:21][cH:22][cH:23][cH:24][cH:25]2)[NH:13][C:14]1=[O:15])=[O:27].[ClH:1].[O:28]1[CH2:29][CH2:30][O:31][CH2:32][CH2:33]1>>[ClH:1].[NH2:7][CH:8]1[CH2:9][S:10][c:11]2[c:12]([cH:16][cH:17][cH:18][c:19]2-[c:20]2[cH:21][cH:22][cH:23][cH:24][cH:25]2)[NH:13][C:14]1=[O:15]. Reactants: C1CCOC1, CCOC(=O)c1nc2n(c(=O)c1OS(C)(=O)=O)CCOC21CCCC1, CC[O-], CCO, [Na+]. Yields the product CCOC(=O)c1nc2n(c(=O)c1O)CCOC21CCCC1. As a reaction SMILES: [CH2:33]1[O:34][CH2:35][CH2:36][CH2:37]1.[CH3:1][S:2](=[O:3])(=[O:4])[O:5][c:6]1[c:7]([C:21](=[O:22])[O:23][CH2:24][CH3:25])[n:8][c:9]2[n:10]([c:19]1=[O:20])[CH2:11][CH2:12][O:13][C:14]21[CH2:15][CH2:16][CH2:17][CH2:18]1.[CH3:26][CH2:27][O-:28].[CH3:30][CH2:31][OH:32].[Na+:29]>>[OH:5][c:6]1[c:7]([C:21](=[O:22])[O:23][CH2:24][CH3:25])[n:8][c:9]2[n:10]([c:19]1=[O:20])[CH2:11][CH2:12][O:13][C:14]21[CH2:15][CH2:16][CH2:17][CH2:18]1. Reactants: CC(C)(C)OC(=O)CCN, O=C(Nc1cccc(C(=O)O)c1)OCc1ccccc1, C1CCOC1, CN1CCOCC1, CCOC(C)=O, Cl. The product is CC(C)(C)OC(=O)CCNC(=O)c1cccc(NC(=O)OCc2ccccc2)c1. As a reaction SMILES: [C:34]([CH3:35])([CH3:36])([CH3:37])[O:38][C:39]([CH2:40][CH2:41][NH2:42])=[O:43].[CH2:1]([c:2]1[cH:3][cH:4][cH:5][cH:6][cH:7]1)[O:8][C:9](=[O:10])[NH:11][c:12]1[cH:13][c:14]([C:15](=[O:16])[OH:17])[cH:18][cH:19][cH:20]1.[CH2:21]1[O:22][CH2:23][CH2:24][CH2:25]1.[CH3:26][N:27]1[CH2:28][CH2:29][O:30][CH2:31][CH2:32]1.[CH3:44][CH2:45][O:46][C:47](=[O:48])[CH3:49].[ClH:33]>>[CH2:1]([c:2]1[cH:3][cH:4][cH:5][cH:6][cH:7]1)[O:8][C:9](=[O:10])[NH:11][c:12]1[cH:13][c:14]([C:15](=[O:17])[NH:42][CH2:41][CH2:40][C:39]([O:38][C:34]([CH3:35])([CH3:36])[CH3:37])=[O:43])[cH:18][cH:19][cH:20]1. The solvent is C(C)O (ethanol), O (water). Reaction SMILES: [CH2:1]([C:4]1[N:5]([CH2:17][CH2:18][CH2:19][CH2:20][CH2:21][C:22]([O:24]CC)=[O:23])[C:6]2[C:15]3[CH:14]=[CH:13][CH:12]=[CH:11][C:10]=3[N:9]=[CH:8][C:7]=2[N:16]=1)[CH2:2][CH3:3].[OH-].[Na+]>C(O)C.O>[CH2:1]([C:4]1[N:5]([CH2:17][CH2:18][CH2:19][CH2:20][CH2:21][C:22]([OH:24])=[O:23])[C:6]2[C:15]3[CH:14]=[CH:13][CH:12]=[CH:11][C:10]=3[N:9]=[CH:8][C:7]=2[N:16]=1)[CH2:2][CH3:3] |f:1.2|. Conditions: time 8 hour. The reactants are C(CC)C=1N(C2=C(C=NC=3C=CC=CC23)N1)CCCCCC(=O)OCC (ethyl 6-(2-propyl-1H-imidazo[4,5-c]quinolin-1-yl)hexanoate), [OH-].[Na+] (sodium hydroxide). Isolated yield 86.6%. Procedure details: To a solution of ethyl 6-(2-propyl-1H-imidazo[4,5-c]quinolin-1-yl)hexanoate (39.0 g, 110 mmol) in ethanol (100 mL) was added a solution of sodium hydroxide (5.73 g, 143 mmol) in water (100 mL). After stirring at room temperature overnight, the volatiles were removed under reduced pressure, the residue taken up in water (200 mL), the solution washed with dichloromethane (3×75 mL) and then acidified to about pH 6. The aqueous mixture was extracted with dichloromethane (3×75 mL), and then the combi... Yields the product C(CC)C=1N(C2=C(C=NC=3C=CC=CC23)N1)CCCCCC(=O)O (6-(2-propyl-1H-imidazo[4,5-c]quinolin-1-yl)hexanoic acid). Reactants: C(C1=CC=CC=C1)=O (benzaldehyde), Cl.C(C)OC(CN)=O (glycine ethyl ester hydrochloride), CC(=O)[O-].[Na+] (NaOAc), C(#N)[BH3-].[Na+] (sodium cyanoborohydride). Solvent: CCO (EtOH). Yields the product C(C)OC(CNCC1=CC=CC=C1)=O (N-Benzylglycine Ethyl Ester). Yield: 91.7%. RXN SMILES: [CH:1](=O)[C:2]1[CH:7]=[CH:6][CH:5]=[CH:4][CH:3]=1.Cl.[CH2:10]([O:12][C:13](=[O:16])[CH2:14][NH2:15])[CH3:11].CC([O-])=O.[Na+].C([BH3-])#N.[Na+]>CCO>[CH2:10]([O:12][C:13](=[O:16])[CH2:14][NH:15][CH2:1][C:2]1[CH:7]=[CH:6][CH:5]=[CH:4][CH:3]=1)[CH3:11] |f:1.2,3.4,5.6|. Procedure: To a solution of benzaldehyde (14.0 g, 0.132 mol) in absolute EtOH (500 mL) was added glycine ethyl ester hydrochloride (37.0 g, 0.256 mol), NaOAc (32.5 g, 0.396 mol) and sodium cyanoborohydride (9.8 g, 0.158 mol), and the resulting mixture heated to reflux. After 1 hr at reflux, the reaction was cooled and concentrated in vacuo. The residue was taken up into 1N NaOH and EtOAc. The layers were separated and the organic phase was washed with 1N NaOH, brine, dried over MgSO4, filtered and concentr...